Dataset: the Open Reaction Database (ORD), a public repository of structured organic reaction records. Task: describe an organic reaction: reactants, conditions, products, and yield Starting materials: FC(CCCCCCCCCCCCCCCNC1=CC=C(C(=O)C(C(=O)OC(C)(C)C)C(=O)OCC)C=C1)(F)F (tert-butyl ethyl 4-[15-(trifluoromethyl)pentadecylamino]benzoylmalonate), FC(C(=O)O)(F)F (trifluoroacetic acid), [OH-].[K+] (potassium hydroxide). Conditions: time 3 hour. Product: FC(CCCCCCCCCCCCCCCNC1=CC=C(C(=O)CC(=O)OCC)C=C1)(F)F (Ethyl 4-[15-(trifluoromethyl)pentadecylamino]benzoylacetate). As a reaction SMILES: [F:1][C:2]([F:41])([F:40])[CH2:3][CH2:4][CH2:5][CH2:6][CH2:7][CH2:8][CH2:9][CH2:10][CH2:11][CH2:12][CH2:13][CH2:14][CH2:15][CH2:16][CH2:17][NH:18][C:19]1[CH:39]=[CH:38][C:22]([C:23]([CH:25](C(OCC)=O)[C:26]([O:28][C:29](C)(C)[CH3:30])=[O:27])=[O:24])=[CH:21][CH:20]=1.FC(F)(F)C(O)=O.[OH-].[K+]>>[F:1][C:2]([F:40])([F:41])[CH2:3][CH2:4][CH2:5][CH2:6][CH2:7][CH2:8][CH2:9][CH2:10][CH2:11][CH2:12][CH2:13][CH2:14][CH2:15][CH2:16][CH2:17][NH:18][C:19]1[CH:39]=[CH:38][C:22]([C:23]([CH2:25][C:26]([O:28][CH2:29][CH3:30])=[O:27])=[O:24])=[CH:21][CH:20]=1 |f:2.3|. Reported procedure: A solution of 3.0 g. of tert-butyl ethyl 4-[15-(trifluoromethyl)pentadecylamino]benzoylmalonate and 10 ml. of trifluoroacetic acid is warmed with stirring for 3 hours. The solution is poured onto ice and neutralized with potassium hydroxide. The resulting precipitate is collected by filtration, washed with water and dried. Recrystallization from chloroform affords the product as a white solid. As a reaction SMILES: [Cl:1][C:2]1[C:7]([N+:8]([O-:10])=[O:9])=[CH:6][CH:5]=[C:4]([Cl:11])[C:3]=1[CH2:12][C:13]([OH:15])=O.[NH2:16][C:17]1[CH:22]=[CH:21][N:20]=[CH:19][C:18]=1[CH:23]=[O:24]>S(Cl)(Cl)=O.ClCCl.CCOC(C)=O>[Cl:1][C:2]1[C:7]([N+:8]([O-:10])=[O:9])=[CH:6][CH:5]=[C:4]([Cl:11])[C:3]=1[CH2:12][C:13]([NH:16][C:17]1[CH:22]=[CH:21][N:20]=[CH:19][C:18]=1[CH:23]=[O:24])=[O:15]. Procedure: A solution of (2,6-dichloro-3-nitro-phenyl)-acetic acid (15.0 g, 60.0 mmol) in thionyl chloride (60 mL) is refluxed for one hour. The solvent is removed by concentration; dry toluene is added and concentrated to thoroughly remove thionyl chloride. To the solution of acid chloride in dry dichloromethane (200 mL) is added (drop-wise) a solution of 4-amino-pyridine-3-carbaldehyde (6.6 g, 54 mmol) in dichloromethane (50 mL) and DIEDA (10.7 mL, 60 mmol). The mixture is at room temperature for 2 hours... Yield: 95.2%. Product: ClC1=C(C(=CC=C1[N+](=O)[O-])Cl)CC(=O)NC1=C(C=NC=C1)C=O (2-(2,6-dichloro-3-nitro-phenyl)-N-(3-formyl-pyridin-4-yl)-acetamide). Conditions: time 2 hour. The solvent is CCOC(=O)C (EtOAc), ClCCl (dichloromethane), ClCCl (dichloromethane), S(=O)(Cl)Cl (thionyl chloride). Reactants: acid chloride, NC1=C(C=NC=C1)C=O (4-amino-pyridine-3-carbaldehyde), ClC1=C(C(=CC=C1[N+](=O)[O-])Cl)CC(=O)O ((2,6-dichloro-3-nitro-phenyl)-acetic acid). The reactants are C1(CCCCC1)C(C1=C(OC(=C1)C1=CC=NC=C1)C)NC1=CC=C(C(=O)O)C=C1 (4-({cyclohexyl[2-methyl-5-(pyridin-4-yl)furan-3-yl]methyl}amino)benzoic acid), CNCCC(=O)OCC (ethyl 3-(methylamino)propanoate), Cl.C(C)N=C=NCCCN(C)C (1-ethyl-3-(3-dimethylaminopropyl)carbodiimide hydrochloride), O.OC1=CC=CC=2NN=NC21 (hydroxybenzotriazole monohydrate). Run in C(C)(=O)OCC (Ethyl acetate), CN(C=O)C (N,N-dimethylformamide), C(C)N(CC)CC (triethylamine). Run at time 1 hour. Yields the product C1(CCCCC1)C(C1=C(OC(=C1)C1=CC=NC=C1)C)NC1=CC=C(C=C1)C(=O)N(CCC(=O)O)C (3-[{[4-({cyclohexyl[2-methyl-5-(pyridin-4-yl)furan-3-yl]methyl}amino)phenyl]carbonyl}(methyl)amino]propanoic acid). The yield is 84.2%. As a reaction SMILES: [CH:1]1([CH:7]([NH:20][C:21]2[CH:29]=[CH:28][C:24]([C:25](O)=[O:26])=[CH:23][CH:22]=2)[C:8]2[CH:12]=[C:11]([C:13]3[CH:18]=[CH:17][N:16]=[CH:15][CH:14]=3)[O:10][C:9]=2[CH3:19])[CH2:6][CH2:5][CH2:4][CH2:3][CH2:2]1.[CH3:30][NH:31][CH2:32][CH2:33][C:34]([O:36]CC)=[O:35].Cl.C(N=C=NCCCN(C)C)C.O.OC1C2N=NNC=2C=CC=1>CN(C)C=O.C(OCC)(=O)C.C(N(CC)CC)C>[CH:1]1([CH:7]([NH:20][C:21]2[CH:29]=[CH:28][C:24]([C:25]([N:31]([CH3:30])[CH2:32][CH2:33][C:34]([OH:36])=[O:35])=[O:26])=[CH:23][CH:22]=2)[C:8]2[CH:12]=[C:11]([C:13]3[CH:14]=[CH:15][N:16]=[CH:17][CH:18]=3)[O:10][C:9]=2[CH3:19])[CH2:6][CH2:5][CH2:4][CH2:3][CH2:2]1 |f:2.3,4.5|. Reported procedure: A solution of 4-({cyclohexyl[2-methyl-5-(pyridin-4-yl)furan-3-yl]methyl}amino)benzoic acid (390 mg), ethyl 3-(methylamino)propanoate (157 mg), 1-ethyl-3-(3-dimethylaminopropyl)carbodiimide hydrochloride (230 mg), hydroxybenzotriazole monohydrate (184 mg) and triethylamine (116 μL) in N,N-dimethylformamide (10 mL) was stirred at room temperature for 4 hr. Ethyl acetate was added, the mixture was washed with saturated aqueous sodium hydrogen carbonate solution and water, and the organic layer was ...